This data is from the Open Reaction Database (ORD), a public repository of structured organic reaction records. The task is: describe an organic reaction: reactants, conditions, products, and yield Reaction SMILES: C(ON=O)CC(C)C.[I:9][C:10]1[CH:16]=[C:15]([C:17]([F:20])([F:19])[F:18])[CH:14]=[C:13]([I:21])[C:11]=1N.Cl>CN(C=O)C>[I:9][C:10]1[CH:16]=[C:15]([C:17]([F:20])([F:18])[F:19])[CH:14]=[C:13]([I:21])[CH:11]=1. Conditions: time 8 hour. Procedure: To a stirred solution of isopentylnitrite (365 mg, 3.12 mmol) in DMF (8 mL) at 65° C. was added 2,6-diiodo-4-(trifluoromethyl)aniline (685 mg, 1.66 mmol). The reaction was stirred overnight at rt then poured into 1 N HCl (10 mL) and extracted with methylene chloride. The organic layer was dried over sodium sulfate, filtered, concentrated and the residue was purified on silica (hexanes) to afford a pink solid. Starting materials: C(CC(C)C)ON=O (isopentylnitrite), IC1=C(N)C(=CC(=C1)C(F)(F)F)I (2,6-diiodo-4-(trifluoromethyl)aniline), Cl (HCl). Product: IC=1C=C(C=C(C1)I)C(F)(F)F (3,5-Diiodobenzotrifluoride). The solvent is CN(C)C=O (DMF).